From a dataset of the Open Reaction Database (ORD), a public repository of structured organic reaction records. describe an organic reaction: reactants, conditions, products, and yield Starting materials: C1(CCCC1)N1C(C(=CC2=C1N=C(N=C2C)NC)B(O)O)=O (8-cyclopentyl-4-methyl-2-(methylamino)-7-oxo-7,8-dihydropyrido[2,3-d]pyrimidin-6-ylboronic acid), Cl.BrC=1C=C(CN)C=CC1F (3-bromo-4-fluorobenzylamine hydrochloride), C([O-])([O-])=O.[K+].[K+] (potassium carbonate). The reagents and catalysts are [Pd].C1(=CC=CC=C1)P(C1=CC=CC=C1)C1=CC=CC=C1.C1(=CC=CC=C1)P(C1=CC=CC=C1)C1=CC=CC=C1.C1(=CC=CC=C1)P(C1=CC=CC=C1)C1=CC=CC=C1.C1(=CC=CC=C1)P(C1=CC=CC=C1)C1=CC=CC=C1 (tetrakis(triphenylphosphine) palladium(0)). Solvent: COCCOC (DME), CCO (EtOH). Reaction conditions: temperature 100 celsius. Product: NCC=1C=CC(=C(C1)C1=CC2=C(N=C(N=C2C)NC)N(C1=O)C1CCCC1)F (6-(5-(Aminomethyl)-2-fluorophenyl)-8-cyclopentyl-4-methyl-2-(methylamino)pyrido[2,3-d]pyrimidin-7(8H)-one). Yield: 43.4%. Reaction SMILES: [CH:1]1([N:6]2[C:11]3[N:12]=[C:13]([NH:17][CH3:18])[N:14]=[C:15]([CH3:16])[C:10]=3[CH:9]=[C:8](B(O)O)[C:7]2=[O:22])[CH2:5][CH2:4][CH2:3][CH2:2]1.Cl.Br[C:25]1[CH:26]=[C:27]([CH:30]=[CH:31][C:32]=1[F:33])[CH2:28][NH2:29].C(=O)([O-])[O-].[K+].[K+]>COCCOC.CCO.[Pd].C1(P(C2C=CC=CC=2)C2C=CC=CC=2)C=CC=CC=1.C1(P(C2C=CC=CC=2)C2C=CC=CC=2)C=CC=CC=1.C1(P(C2C=CC=CC=2)C2C=CC=CC=2)C=CC=CC=1.C1(P(C2C=CC=CC=2)C2C=CC=CC=2)C=CC=CC=1>[NH2:29][CH2:28][C:27]1[CH:26]=[CH:25][C:32]([F:33])=[C:31]([C:8]2[C:7](=[O:22])[N:6]([CH:1]3[CH2:5][CH2:4][CH2:3][CH2:2]3)[C:11]3[N:12]=[C:13]([NH:17][CH3:18])[N:14]=[C:15]([CH3:16])[C:10]=3[CH:9]=2)[CH:30]=1 |f:1.2,3.4.5,8.9.10.11.12|. Reported procedure: To a solution of 8-cyclopentyl-4-methyl-2-(methylamino)-7-oxo-7,8-dihydropyrido[2,3-d]pyrimidin-6-ylboronic acid (30 mg, 0.099 mmol), 3-bromo-4-fluorobenzylamine hydrochloride (28.7 mg, 0.119 mmol), potassium carbonate (3 M, 0.10 mL) in DME (0.5 mL) and EtOH (0.5 mL) was added tetrakis(triphenylphosphine) palladium(0) (6 mg, 0.005 mmol). The mixture was degassed with N2, sealed and heated for 1 h at 100° C. in microwave. The mixture was removed under reduced pressure. The crude product was purif...